From a dataset of the Open Reaction Database (ORD), a public repository of structured organic reaction records. describe an organic reaction: reactants, conditions, products, and yield The reactants are [BH4-], CO, Cc1cccc(-c2c(F)cccc2C(=O)C2CCCN(C(=O)OC(C)(C)C)C2)c1, [Na+]. Product: Cc1cccc(-c2c(F)cccc2C(O)C2CCCN(C(=O)OC(C)(C)C)C2)c1. RXN SMILES: [BH4-:30].[CH3:32][OH:33].[F:1][c:2]1[cH:3][cH:4][cH:5][c:6]([C:15](=[O:16])[CH:17]2[CH2:18][N:19]([C:23](=[O:24])[O:25][C:26]([CH3:27])([CH3:28])[CH3:29])[CH2:20][CH2:21][CH2:22]2)[c:7]1-[c:8]1[cH:9][c:10]([CH3:14])[cH:11][cH:12][cH:13]1.[Na+:31]>>[F:1][c:2]1[cH:3][cH:4][cH:5][c:6]([CH:15]([OH:16])[CH:17]2[CH2:18][N:19]([C:23](=[O:24])[O:25][C:26]([CH3:27])([CH3:28])[CH3:29])[CH2:20][CH2:21][CH2:22]2)[c:7]1-[c:8]1[cH:9][c:10]([CH3:14])[cH:11][cH:12][cH:13]1. Starting materials: CC[SiH](CC)CC, FC(F)(F)C(F)(F)P(F)(F)(C(F)(F)C(F)(F)F)C(F)(F)C(F)(F)F. Product: FC(F)(F)C(F)(F)P(C(F)(F)C(F)(F)F)C(F)(F)C(F)(F)F. Reaction SMILES: [CH2:25]([SiH:26]([CH2:27][CH3:28])[CH2:29][CH3:30])[CH3:31].[F:1][P:2]([C:3]([C:4]([F:5])([F:6])[F:7])([F:8])[F:9])([C:10]([C:11]([F:12])([F:13])[F:14])([F:15])[F:16])([C:17]([C:18]([F:19])([F:20])[F:21])([F:22])[F:23])[F:24]>>[P:2]([C:3]([C:4]([F:5])([F:6])[F:7])([F:8])[F:9])([C:10]([C:11]([F:12])([F:13])[F:14])([F:15])[F:16])[C:17]([C:18]([F:19])([F:20])[F:21])([F:22])[F:23]. Starting materials: NC1(CC=CC=C1)O (1-aminophenol), CC1=CC=C(C=C1)S(=O)(=O)OCCNC(=O)OC(C)(C)C (2-(tert-butoxycarbonylamino)ethyl 4-methylbenzenesulfonate), C([O-])([O-])=O.[Cs+].[Cs+] (cesium carbonate), CN(C)C=O (DMF). Run at time 15 hour. Product: NC=1C=C(OCCNC(OC(C)(C)C)=O)C=CC1 (tert-butyl 2-(3-aminophenoxy)ethylcarbamate). As a reaction SMILES: N[C:2]1([OH:8])[CH:7]=[CH:6][CH:5]=[CH:4][CH2:3]1.CC1C=CC(S(O[CH2:20][CH2:21][NH:22][C:23]([O:25][C:26]([CH3:29])([CH3:28])[CH3:27])=[O:24])(=O)=O)=CC=1.C(=O)([O-])[O-].[Cs+].[Cs+].C[N:37](C=O)C>>[NH2:37][C:4]1[CH:3]=[C:2]([CH:7]=[CH:6][CH:5]=1)[O:8][CH2:20][CH2:21][NH:22][C:23](=[O:24])[O:25][C:26]([CH3:29])([CH3:28])[CH3:27] |f:2.3.4|. Procedure: A mixture of 1-aminophenol (1) (207 mg, 1.9 mmol), 2-(tert-butoxycarbonylamino)ethyl 4-methylbenzenesulfonate (2) (500 mg, 1.9 mmol), and cesium carbonate (770 mg, 2.2 mmol) in DMF (6 ml) was stirred at room temperature under argon for 15 hours. The mixture was concentrated under reduced pressure. The residue was partitioned between EtOAc and water. The organic layer was washed with brine, dried over Na2SO4 and concentrated under reduced pressure. Purification by flash chromatography (40 to 60% ... Reactants: C1CCOC1, CCC(C)Nc1cc(C(=O)OC)cc(N(C)S(C)(=O)=O)n1, [Li+], [OH-]. As a reaction SMILES: [CH2:24]1[O:25][CH2:26][CH2:27][CH2:28]1.[CH3:3][O:4][C:5]([c:6]1[cH:7][c:8]([NH:18][CH:19]([CH3:20])[CH2:21][CH3:22])[n:9][c:10]([N:12]([CH3:13])[S:14](=[O:15])(=[O:16])[CH3:17])[cH:11]1)=[O:23].[Li+:1].[OH-:2]>>[O:4]=[C:5]([c:6]1[cH:7][c:8]([NH:18][CH:19]([CH3:20])[CH2:21][CH3:22])[n:9][c:10]([N:12]([CH3:13])[S:14](=[O:15])(=[O:16])[CH3:17])[cH:11]1)[OH:23]. Yields the product CCC(C)Nc1cc(C(=O)O)cc(N(C)S(C)(=O)=O)n1. The reactants are C1(O)=CC(O)=CC=C1 (resorcinol), C1(=CC=CC2=CC=CC=C12)C=CC(=O)O (3-(1-naphthyl)acrylic acid), Cl.Cl (hydrochloric acid hydrogen chloride). Yields the product OC1=CC=C2C(CC(OC2=C1)=O)C1=CC=CC2=CC=CC=C12 (3,4-Dihydro-7-hydroxy-4-(1-naphthyl)coumarin). Isolated yield 64.0%. RXN SMILES: [C:1]1([CH:8]=[CH:7][CH:6]=[C:4]([OH:5])[CH:3]=1)[OH:2].[C:9]1([CH:19]=[CH:20][C:21](O)=[O:22])[C:18]2[C:13](=[CH:14][CH:15]=[CH:16][CH:17]=2)[CH:12]=[CH:11][CH:10]=1.Cl.Cl>>[OH:2][C:1]1[CH:3]=[C:4]2[C:6]([CH:19]([C:9]3[C:18]4[C:13](=[CH:14][CH:15]=[CH:16][CH:17]=4)[CH:12]=[CH:11][CH:10]=3)[CH2:20][C:21](=[O:22])[O:5]2)=[CH:7][CH:8]=1 |f:2.3|. Procedure: Condensation of resorcinol with 3-(1-naphthyl)acrylic acid in the presence of hydrochloric acid/hydrogen chloride (method of J. D. Simpson and H. Stephen, J. Chem. Soc. (London) 1936, 1382) gave the desired dihydrocoumarin, m.p. 203.5-206.5, in 64% yield. Starting materials: COc1ccc(C(=O)CBr)cc1, CO, [Na+], [OH-], CCCCn1cnnc1S. Yields the product CCCCn1cnnc1SCC(=O)c1ccc(OC)cc1. Reaction SMILES: [Br:13][CH2:14][C:15](=[O:16])[c:17]1[cH:18][cH:19][c:20]([O:23][CH3:24])[cH:21][cH:22]1.[CH3:25][OH:26].[Na+:12].[OH-:11].[SH:1][c:2]1[n:3][n:4][cH:5][n:6]1[CH2:7][CH2:8][CH2:9][CH3:10]>>[S:1]([c:2]1[n:3][n:4][cH:5][n:6]1[CH2:7][CH2:8][CH2:9][CH3:10])[CH2:14][C:15](=[O:16])[c:17]1[cH:18][cH:19][c:20]([O:23][CH3:24])[cH:21][cH:22]1. Reactants: F[C@@H]1CCN(CC[C@H]1OS(=O)(=O)C1=CC=C(C=C1)[N+](=O)[O-])C(=O)OC(C)(C)C (trans-tert-Butyl 4-fluoro-5-(4-nitrophenylsulfonyloxy)azepane-1-carboxylate), N=1N=C(N2C1C=CC=C2)C2=NC1=C(C=C(C=C1C=C2)F)O (2-([1,2,4]triazolo[4,3-a]pyridin-3-yl)-6-fluoroquinolin-8-ol), C(C)(C)(C)N=C(N(C)C)N(C)C (2-tert-butyl-1,1,3,3-tetramethylguanidine). The solvent is CC#N (CH3CN), O (water). Run at temperature 40 celsius, time 8 hour. The product is N=1N=C(N2C1C=CC=C2)C2=NC1=C(C=C(C=C1C=C2)F)O[C@@H]2CCN(CC[C@@H]2F)C(=O)OC(C)(C)C (cis-tert-butyl 4-(2-([1,2,4]triazolo[4,3-a]pyridin-3-yl)-6-fluoroquinolin-8-yloxy)-5-fluoroazepane-1-carboxylate). Reaction SMILES: [F:1][C@H:2]1[C@H:8]([O:9]S(C2C=CC([N+]([O-])=O)=CC=2)(=O)=O)[CH2:7][CH2:6][N:5]([C:22]([O:24][C:25]([CH3:28])([CH3:27])[CH3:26])=[O:23])[CH2:4][CH2:3]1.[N:29]1[N:30]=[C:31]([C:38]2[CH:47]=[CH:46][C:45]3[C:40](=[C:41](O)[CH:42]=[C:43]([F:48])[CH:44]=3)[N:39]=2)[N:32]2[CH:37]=[CH:36][CH:35]=[CH:34][C:33]=12.C(N=C(N(C)C)N(C)C)(C)(C)C>CC#N.O>[N:29]1[N:30]=[C:31]([C:38]2[CH:47]=[CH:46][C:45]3[C:40](=[C:41]([O:9][C@H:8]4[C@@H:2]([F:1])[CH2:3][CH2:4][N:5]([C:22]([O:24][C:25]([CH3:26])([CH3:27])[CH3:28])=[O:23])[CH2:6][CH2:7]4)[CH:42]=[C:43]([F:48])[CH:44]=3)[N:39]=2)[N:32]2[CH:37]=[CH:36][CH:35]=[CH:34][C:33]=12. Procedure: trans-tert-Butyl 4-fluoro-5-(4-nitrophenylsulfonyloxy)azepane-1-carboxylate (0.526 g, 1.26 mmol) and 2-([1,2,4]triazolo[4,3-a]pyridin-3-yl)-6-fluoroquinolin-8-ol (0.320 g, 1.14 mmol) were slurried in CH3CN (5.5 mL). To this mixture was added 2-tert-butyl-1,1,3,3-tetramethylguanidine (0.276 mL, 1.37 mmol) dropwise. The mixture was warmed to 40° C. and stirred overnight. The mixture was cooled to ambient temperature and diluted with water (10 mL) and stirred for 15 minutes, then filtered, and the ...